Dataset: the Open Reaction Database (ORD), a public repository of structured organic reaction records. Task: describe an organic reaction: reactants, conditions, products, and yield Product: C(#N)C1=C(C=C(C=C1)CC(=O)NC1=NC=CC(=C1)C(=O)C1=CN(C2=C1C=NC=C2)C(C)C)C(F)(F)F (2-[4-cyano-3-(trifluoromethyl)phenyl]-N-(4-{[1-(propan-2-yl)-1H-pyrrolo[3,2-c]pyridin-3-yl]carbonyl}pyridin-2-yl)acetamide). RXN SMILES: [NH2:1][C:2]1[CH:7]=[C:6]([C:8]([C:10]2[C:14]3[CH:15]=[N:16][CH:17]=[CH:18][C:13]=3[N:12]([CH:19]([CH3:21])[CH3:20])[CH:11]=2)=[O:9])[CH:5]=[CH:4][N:3]=1.[C:22]([C:24]1[CH:29]=[CH:28][C:27]([CH2:30][C:31](O)=[O:32])=[CH:26][C:25]=1[C:34]([F:37])([F:36])[F:35])#[N:23]>>[C:22]([C:24]1[CH:29]=[CH:28][C:27]([CH2:30][C:31]([NH:1][C:2]2[CH:7]=[C:6]([C:8]([C:10]3[C:14]4[CH:15]=[N:16][CH:17]=[CH:18][C:13]=4[N:12]([CH:19]([CH3:21])[CH3:20])[CH:11]=3)=[O:9])[CH:5]=[CH:4][N:3]=2)=[O:32])=[CH:26][C:25]=1[C:34]([F:35])([F:37])[F:36])#[N:23]. The reactants are NC1=NC=CC(=C1)C(=O)C1=CN(C2=C1C=NC=C2)C(C)C ((2-aminopyridin-4-yl)-(1-isopropyl-1H-pyrrolo[3,2-c]pyridin-3-yl)methanone), C(#N)C1=C(C=C(C=C1)CC(=O)O)C(F)(F)F ([4-cyano-3-(trifluoromethyl)phenyl]acetic acid). Run at time 16 hour. Procedure: Prepared according to Method M (Example 206) at 60° C. for 16 hours followed by 70° C. for a further 16 hours using (2-aminopyridin-4-yl)-(1-isopropyl-1H-pyrrolo[3,2-c]pyridin-3-yl)methanone (Preparation 20) and [4-cyano-3-(trifluoromethyl)phenyl]acetic acid (Preparation 95). Purified using silica gel column chromatography eluting with 5-7% MeOH in DCM. The reactants are CC1=C(SC=C1)C=1C(NC(N(C1)CCCCN1C[C@]2(C[C@H]2C1)C1=CC=C(C=C1)C(F)(F)F)=O)=O (5-(3-methyl-2-thienyl)-1-(4-{(1S,5R)-1-[4-(trifluoromethyl)phenyl]-3-azabicyclo[3.1.0]hex-3-yl}butyl)-2,4(1H,3H)-pyrimidinedione), Cl (HCl). Solvent: O1CCOCC1 (dioxane). Yields the product Cl.CC1=C(SC=C1)C=1C(NC(N(C1)CCCCN1C[C@]2(C[C@H]2C1)C1=CC=C(C=C1)C(F)(F)F)=O)=O (5-(3-methyl-2-thienyl)-1-(4-{(1S,5R)-1-[4-(trifluoromethyl)phenyl]-3-azabicyclo[3.1.0]hex-3-yl}butyl)-2,4(1H,3H)-pyrimidinedione hydrochloride). As a reaction SMILES: [CH3:1][C:2]1[CH:6]=[CH:5][S:4][C:3]=1[C:7]1[C:8](=[O:34])[NH:9][C:10](=[O:33])[N:11]([CH2:13][CH2:14][CH2:15][CH2:16][N:17]2[CH2:22][C@H:21]3[C@:19]([C:23]4[CH:28]=[CH:27][C:26]([C:29]([F:32])([F:31])[F:30])=[CH:25][CH:24]=4)([CH2:20]3)[CH2:18]2)[CH:12]=1.[ClH:35]>O1CCOCC1>[ClH:35].[CH3:1][C:2]1[CH:6]=[CH:5][S:4][C:3]=1[C:7]1[C:8](=[O:34])[NH:9][C:10](=[O:33])[N:11]([CH2:13][CH2:14][CH2:15][CH2:16][N:17]2[CH2:22][C@H:21]3[C@:19]([C:23]4[CH:28]=[CH:27][C:26]([C:29]([F:30])([F:32])[F:31])=[CH:25][CH:24]=4)([CH2:20]3)[CH2:18]2)[CH:12]=1 |f:3.4|. Procedure: 5-(3-methyl-2-thienyl)-1-(4-{(1S,5R)-1-[4-(trifluoromethyl)phenyl]-3-azabicyclo[3.1.0]hex-3-yl}butyl)-2,4(1H,3H)-pyrimidinedione was treated with a solution of 4N HCl in dioxane (200 μl) to give the title compound as a white solid. Starting materials: BrC1=C2C(=CC=C1Cl)N(CC21CCN(CC1)C(=O)OC(C)(C)C)C=1C2=C(N=CN1)CC[C@H]2C ((R)-tert-butyl 4-bromo-5-chloro-1-(5-methyl-6,7-dihydro-5H-cyclopenta[d]pyrimidin-4-yl)spiro[indoline-3,4′-piperidine]-1′-carboxylate), CN(C)C=O (DMF). The reagents and catalysts are [C-]#N.[Zn+2].[C-]#N (zinc cyanide), C=1C=CC(=CC1)[P](C=2C=CC=CC2)(C=3C=CC=CC3)[Pd]([P](C=4C=CC=CC4)(C=5C=CC=CC5)C=6C=CC=CC6)([P](C=7C=CC=CC7)(C=8C=CC=CC8)C=9C=CC=CC9)[P](C=1C=CC=CC1)(C=1C=CC=CC1)C=1C=CC=CC1 (tetrakis(triphenylphosphine)palladium). Run in O (water). Conditions: temperature 95 celsius. The product is ClC=1C(=C2C(=CC1)N(CC21CCN(CC1)C(=O)OC(C)(C)C)C=1C2=C(N=CN1)CC[C@H]2C)C#N ((R)-tert-butyl 5-chloro-4-cyano-1-(5-methyl-6,7-dihydro-5H-cyclopenta[d]pyrimidin-4-yl)spiro[indoline-3,4′-piperidine]-1′-carboxylate). The yield is 33.0%. Reaction SMILES: Br[C:2]1[C:7]([Cl:8])=[CH:6][CH:5]=[C:4]2[N:9]([C:24]3[C:25]4[C@H:32]([CH3:33])[CH2:31][CH2:30][C:26]=4[N:27]=[CH:28][N:29]=3)[CH2:10][C:11]3([CH2:16][CH2:15][N:14]([C:17]([O:19][C:20]([CH3:23])([CH3:22])[CH3:21])=[O:18])[CH2:13][CH2:12]3)[C:3]=12.[CH3:34][N:35](C=O)C>O.[C-]#N.[Zn+2].[C-]#N.C1C=CC([P]([Pd]([P](C2C=CC=CC=2)(C2C=CC=CC=2)C2C=CC=CC=2)([P](C2C=CC=CC=2)(C2C=CC=CC=2)C2C=CC=CC=2)[P](C2C=CC=CC=2)(C2C=CC=CC=2)C2C=CC=CC=2)(C2C=CC=CC=2)C2C=CC=CC=2)=CC=1>[Cl:8][C:7]1[C:2]([C:34]#[N:35])=[C:3]2[C:11]3([CH2:16][CH2:15][N:14]([C:17]([O:19][C:20]([CH3:23])([CH3:22])[CH3:21])=[O:18])[CH2:13][CH2:12]3)[CH2:10][N:9]([C:24]3[C:25]4[C@H:32]([CH3:33])[CH2:31][CH2:30][C:26]=4[N:27]=[CH:28][N:29]=3)[C:4]2=[CH:5][CH:6]=1 |f:3.4.5,^1:48,50,69,88|. Procedure: To a solution (R)-tert-butyl 4-bromo-5-chloro-1-(5-methyl-6,7-dihydro-5H-cyclopenta[d]pyrimidin-4-yl)spiro[indoline-3,4′-piperidine]-1′-carboxylate (0.200 g, 0.375 mmol) in DMF (2 mL) was added zinc cyanide (0.088 g, 0.75 mmol) and tetrakis(triphenylphosphine)palladium (0) (0.022 g, 0.019 mmol). The mixture was heated at about 95° C. for 2 days. After cooling, the mixture was diluted with water and extracted with EtOAc. The combined organic layers were washed with saturated aqueous NaHCO3 soluti... The reactants are COC(CC1=CC(=CC=C1)OC1=C(C=C(C=C1)Br)CN(CCC1=CC=CC=C1)C(=O)OC)=O ((3-{4-bromo-2-[(methoxycarbonyl-phenethyl-amino)-methyl]-phenoxy}-phenyl)-acetic acid methyl ester), [OH-].[Li+] (lithium hydroxide), Cl (HCl). Solvent: C1CCOC1 (THF), CO (MeOH). Run at time 8 hour. The product is BrC1=CC(=C(OC=2C=C(C=CC2)CC(=O)O)C=C1)CN(CCC1=CC=CC=C1)C(=O)OC ((3-{4-Bromo-2-[(methoxycarbonyl-phenethyl-amino)-methyl]-phenoxy}-phenyl)-acetic acid). RXN SMILES: C[O:2][C:3](=[O:33])[CH2:4][C:5]1[CH:10]=[CH:9][CH:8]=[C:7]([O:11][C:12]2[CH:17]=[CH:16][C:15]([Br:18])=[CH:14][C:13]=2[CH2:19][N:20]([C:29]([O:31][CH3:32])=[O:30])[CH2:21][CH2:22][C:23]2[CH:28]=[CH:27][CH:26]=[CH:25][CH:24]=2)[CH:6]=1.[OH-].[Li+].Cl>C1COCC1.CO>[Br:18][C:15]1[CH:16]=[CH:17][C:12]([O:11][C:7]2[CH:6]=[C:5]([CH2:4][C:3]([OH:33])=[O:2])[CH:10]=[CH:9][CH:8]=2)=[C:13]([CH2:19][N:20]([C:29]([O:31][CH3:32])=[O:30])[CH2:21][CH2:22][C:23]2[CH:28]=[CH:27][CH:26]=[CH:25][CH:24]=2)[CH:14]=1 |f:1.2|. Procedure details: To (3-{4-bromo-2-[(methoxycarbonyl-phenethyl-amino)-methyl]-phenoxy}-phenyl)-acetic acid methyl ester in THF and MeOH was added lithium hydroxide, and the reaction was stirred overnight at room temperature. The mixture was acidified with 1N aqueous HCl and extracted with EtOAc, and the combined organic layers were concentrated and purified by preparative HPLC to give the title compound. M+H=498. Starting materials: N=1C(=CN2C1C=NC=C2)C(=O)OCC (ethyl imidazo[1,2-a]pyrazine-2-carboxylate), Cl (HCl). Reagents/catalysts: [Pd] (Pd/C). Solvent: CCO (EtOH). Conditions: time 16 hour. Yields the product Cl.N=1C(=CN2C1CNCC2)C(=O)OCC (ethyl 5,6,7,8-tetrahydroimidazo[1,2-a]pyrazine-2-carboxylate hydrochloride). Reaction SMILES: [N:1]1[C:2]([C:10]([O:12][CH2:13][CH3:14])=[O:11])=[CH:3][N:4]2[CH:9]=[CH:8][N:7]=[CH:6][C:5]=12.[ClH:15]>CCO.[Pd]>[ClH:15].[N:1]1[C:2]([C:10]([O:12][CH2:13][CH3:14])=[O:11])=[CH:3][N:4]2[CH2:9][CH2:8][NH:7][CH2:6][C:5]=12 |f:4.5|. Procedure details: 10% Pd/C (40 mg) was added to a solution of ethyl imidazo[1,2-a]pyrazine-2-carboxylate (410 mg, 2.15 mmol) and conc.HCl (0.5 mL) in EtOH (9.5 mL) and stirring was continued under a hydrogen atmosphere for 16 h. The reaction mixture was filtered over a celite bed and the filtrate was concentrated under reduced pressure to afford the crude product, which was purified by washing with diethyl ether and dried to afford 400 mg of the title compound as a yellow hygroscopic solid. The reactants are C1(=CC=CC=C1)S(=O)(=O)NC1=C(C2=C(S1)CCCC2)C(=O)OCC (ethyl 2-benzenesulphonylamino-4,5,6,7-tetrahydro-benzo[b]thiophene-3-carboxylate), NC=1SC(=CC1C(=O)OCC)C1=CC=CC=C1 (ethyl 2-amino-5-phenylthiophene-3-carboxylate), C1(=CC=CC=C1)S(=O)(=O)Cl (benzenesulphonyl chloride). Product: C1(=CC=CC=C1)S(=O)(=O)NC=1SC(=CC1C(=O)OCC)C1=CC=CC=C1 (Ethyl 2-benzenesulphonylamino-5-phenylthiophene-3-carboxylate). Reaction SMILES: [C:1]1([S:7]([NH:10][C:11]2[S:15][C:14]3[CH2:16][CH2:17][CH2:18][CH2:19][C:13]=3[C:12]=2[C:20]([O:22][CH2:23][CH3:24])=[O:21])(=[O:9])=[O:8])[CH:6]=[CH:5][CH:4]=[CH:3][CH:2]=1.N[C:26]1SC(C2C=CC=CC=2)=C[C:30]=1C(OCC)=O.C1(S(Cl)(=O)=O)C=CC=CC=1>>[C:1]1([S:7]([NH:10][C:11]2[S:15][C:14]([C:16]3[CH:17]=[CH:18][CH:19]=[CH:30][CH:26]=3)=[CH:13][C:12]=2[C:20]([O:22][CH2:23][CH3:24])=[O:21])(=[O:9])=[O:8])[CH:6]=[CH:5][CH:4]=[CH:3][CH:2]=1. Procedure: Prepared by proceeding in a similar manner to Intermediate 1, starting from ethyl 2-amino-5-phenylthiophene-3-carboxylate and benzenesulphonyl chloride Starting materials: O=C([O-])[O-], N#Cc1ccnc(Cl)c1, [Cs+], [Cs+], CN(C)C=O, CCOC(=O)CC1OB(O)c2cc(O)cc(C)c21. Product: CCOC(=O)CC1OB(O)c2cc(Oc3cc(C#N)ccn3)cc(C)c21. As a reaction SMILES: [C:28](=[O:29])([O-:30])[O-:31].[Cl:19][c:20]1[cH:21][c:22]([C:23]#[N:24])[cH:25][cH:26][n:27]1.[Cs+:32].[Cs+:33].[O:34]=[CH:35][N:36]([CH3:37])[CH3:38].[OH:1][B:2]1[O:3][CH:4]([CH2:13][C:14](=[O:15])[O:16][CH2:17][CH3:18])[c:5]2[c:6]1[cH:7][c:8]([OH:12])[cH:9][c:10]2[CH3:11]>>[OH:1][B:2]1[O:3][CH:4]([CH2:13][C:14](=[O:15])[O:16][CH2:17][CH3:18])[c:5]2[c:6]1[cH:7][c:8]([O:12][c:20]1[cH:21][c:22]([C:23]#[N:24])[cH:25][cH:26][n:27]1)[cH:9][c:10]2[CH3:11].